This data is from the Open Reaction Database (ORD), a public repository of structured organic reaction records. The task is: describe an organic reaction: reactants, conditions, products, and yield The reactants are BrC=1C=CC2=C(N=C(S2)CN2N=C(C3=CC=CC=C3C2=O)CC(=O)OCC)C1 (ethyl 3-(5-bromobenzothiazol-2yl- methyl)-4-oxo-3-H-phthalazin-1-ylacetate), O1CCOCC1 (dioxane), [OH-].[K+] (potassium hydroxide). The solvent is C(C)O (ethanol). Reaction conditions: time 2 hour. Product: BrC=1C=CC2=C(N=C(S2)CN2N=C(C3=CC=CC=C3C2=O)CC(=O)O)C1 (3-(5-Bromobenzothiazole-2-ylmethyl)-4-oxo-3H-phthalazin-1-ylacetic acid). Reaction SMILES: [Br:1][C:2]1[CH:3]=[CH:4][C:5]2[S:9][C:8]([CH2:10][N:11]3[C:20](=[O:21])[C:19]4[C:14](=[CH:15][CH:16]=[CH:17][CH:18]=4)[C:13]([CH2:22][C:23]([O:25]CC)=[O:24])=[N:12]3)=[N:7][C:6]=2[CH:28]=1.O1CCOCC1.[OH-].[K+]>C(O)C>[Br:1][C:2]1[CH:3]=[CH:4][C:5]2[S:9][C:8]([CH2:10][N:11]3[C:20](=[O:21])[C:19]4[C:14](=[CH:15][CH:16]=[CH:17][CH:18]=4)[C:13]([CH2:22][C:23]([OH:25])=[O:24])=[N:12]3)=[N:7][C:6]=2[CH:28]=1 |f:2.3|. Reported procedure: A mixture of ethyl 3-(5-bromobenzothiazol-2yl- methyl)-4-oxo-3-H-phthalazin-1-ylacetate (15.0 g) and dioxane (150 ml) was brought to solution by warming on a steam bath and to this solution was added a solution of 10% potassium hydroxide (20 ml) in ethanol (50 ml.). The resulting dark purple solution was stirred at room temperature for 2 hours and concentrated to remove excess dioxane and ethanol. The concentrate was diluted with water (100 ml) and the resulting solution was washed with ether (2... The reactants are NC1=NC(=C(C(=N1)O)N)N (2,5,6-triamino-4-hydroxypyrimidine), FC1=CC=C(C=O)C=C1 (4-fluorobenzaldehyde). Product: NC1=NC(=C2N=C(NC2=N1)C1=CC=C(C=C1)F)O (2-amino-6-hydroxy-8-(4-fluorophenyl)-9H-purine). Isolated yield 60.0%. As a reaction SMILES: [NH2:1][C:2]1[N:7]=[C:6]([OH:8])[C:5]([NH2:9])=[C:4]([NH2:10])[N:3]=1.[F:11][C:12]1[CH:19]=[CH:18][C:15]([CH:16]=O)=[CH:14][CH:13]=1>>[NH2:1][C:2]1[N:3]=[C:4]2[C:5]([N:9]=[C:16]([C:15]3[CH:18]=[CH:19][C:12]([F:11])=[CH:13][CH:14]=3)[NH:10]2)=[C:6]([OH:8])[N:7]=1. Procedure details: This compound was synthesized from commercially available 2,5,6-triamino-4-hydroxypyrimidine (40 mmol) and 4-fluorobenzaldehyde (40 mmol), yielding the title compound in 60% yield. Run at time 16 hour. RXN SMILES: C(OC([N:8]1[CH2:13][CH2:12][N:11]([C:14]2[CH:19]=[C:18]([N:20]([S:22]([C:25]3[CH:30]=[CH:29][CH:28]=[C:27]([O:31][CH:32]([F:34])[F:33])[CH:26]=3)(=[O:24])=[O:23])[CH3:21])[CH:17]=[CH:16][C:15]=2[O:35][CH3:36])[CH2:10][CH2:9]1)=O)(C)(C)C.[ClH:37]>C(O)C.C(O)(C)C>[ClH:37].[F:34][CH:32]([F:33])[O:31][C:27]1[CH:26]=[C:25]([S:22]([N:20]([C:18]2[CH:17]=[CH:16][C:15]([O:35][CH3:36])=[C:14]([N:11]3[CH2:10][CH2:9][NH:8][CH2:13][CH2:12]3)[CH:19]=2)[CH3:21])(=[O:24])=[O:23])[CH:30]=[CH:29][CH:28]=1 |f:4.5|. Reactants: C(C)(C)(C)OC(=O)N1CCN(CC1)C1=C(C=CC(=C1)N(C)S(=O)(=O)C1=CC(=CC=C1)OC(F)F)OC (4-{5-[(3-difluoromethoxy-benzenesulfonyl)-methyl-amino]-2-methoxy-phenyl}-piperazine-1-carboxylic acid tert-butyl ester), Cl (HCl). Product: Cl.FC(OC=1C=C(C=CC1)S(=O)(=O)N(C)C1=CC(=C(C=C1)OC)N1CCNCC1)F (3-Difluoromethoxy-N-(4-methoxy-3-piperazin-1-yl-phenyl)-N-methyl-benzene-sulfonamide Hydrochloride). Procedure details: 0.3 g (0.584 mmol) 4-{5-[(3-difluoromethoxy-benzenesulfonyl)-methyl-amino]-2-methoxy-phenyl}-piperazine-1-carboxylic acid tert-butyl ester from preparation example 2 were dissolved in 8 mL of ethanol and 0.8 mL of 5 N HCl in isopropanol were added. After stirring for 16 h at room temperature, the solvent was evaporated to yield 0.255 g of title compound. Run in C(C)(C)O (isopropanol), C(C)O (ethanol). Starting materials: COC(CC1=C(C2=CC=C(C=C2C(=C1)OCC1=CC=CC=C1)F)Br)=O ((4-benzyloxy-1-bromo-6-fluoro-naphthalen-2-yl)-acetic acid methyl ester), C1(CCCCC1)P(C1CCCCC1)C1CCCCC1 (tricyclohexylphosphine), CB(O)O (methylboronic acid), P(=O)([O-])([O-])[O-].[K+].[K+].[K+] (potassium phosphate). Reagents/catalysts: C(C)(=O)[O-].[Pd+2].C(C)(=O)[O-] (palladium acetate), O (water). Solvent: C1(=CC=CC=C1)C (toluene), O (water). Reaction conditions: temperature 150 celsius. Product: COC(CC1=C(C2=CC=C(C=C2C(=C1)OCC1=CC=CC=C1)F)C)=O ((4-benzyloxy-6-fluoro-1-methyl-naphthalen-2-yl)-acetic acid methyl ester). Yield: 59.5%. As a reaction SMILES: [CH3:1][O:2][C:3](=[O:25])[CH2:4][C:5]1[CH:14]=[C:13]([O:15][CH2:16][C:17]2[CH:22]=[CH:21][CH:20]=[CH:19][CH:18]=2)[C:12]2[C:7](=[CH:8][CH:9]=[C:10]([F:23])[CH:11]=2)[C:6]=1Br.[CH3:26]B(O)O.P([O-])([O-])([O-])=O.[K+].[K+].[K+].C1(P(C2CCCCC2)C2CCCCC2)CCCCC1>C1(C)C=CC=CC=1.O.C([O-])(=O)C.[Pd+2].C([O-])(=O)C>[CH3:1][O:2][C:3](=[O:25])[CH2:4][C:5]1[CH:14]=[C:13]([O:15][CH2:16][C:17]2[CH:22]=[CH:21][CH:20]=[CH:19][CH:18]=2)[C:12]2[C:7](=[CH:8][CH:9]=[C:10]([F:23])[CH:11]=2)[C:6]=1[CH3:26] |f:2.3.4.5,9.10.11|. Procedure details: To a solution of (4-benzyloxy-1-bromo-6-fluoro-naphthalen-2-yl)-acetic acid methyl ester (100 mg, 0.248 mmol, prepared using an analogous procedure to the first step of example 5-1), methylboronic acid (19.3 mg, 0.322 mmol), potassium phosphate (184 mg, 0.868 mmol) and tricyclohexylphosphine (69.4 mg, 0.248 mmol) in toluene (4.0 mL) and water (2 drops) was added palladium acetate (3 mg, 0.0124 mmol) under a nitrogen atmosphere. After being heated under microwave conditions (150° C., 30 minutes),... Starting materials: CN(C)C=O, O=S(Cl)Cl, O=C(O)c1ccc2cc(C(=O)O)ccc2c1. Yields the product [Cl-], O=C(O)c1ccc2cc(C(=O)O)ccc2c1. Reaction SMILES: [CH3:21][N:22]([CH3:23])[CH:24]=[O:25].[S:17]([Cl:18])([Cl:19])=[O:20].[cH:1]1[c:2]([C:14](=[O:15])[OH:16])[cH:3][cH:4][c:5]2[cH:6][c:7]([C:11](=[O:12])[OH:13])[cH:8][cH:9][c:10]12>>[Cl-:19].[cH:1]1[c:2]([C:14](=[O:15])[OH:16])[cH:3][cH:4][c:5]2[cH:6][c:7]([C:11](=[O:12])[OH:13])[cH:8][cH:9][c:10]12. Reactants: C(CCC)C1=NC2=C(N1CC1=CC=C(C=C1)C=1C(=CC=CC1)C(=O)OC(C)(C)C)C=C(C=C2)N(C(=O)NCCCCCCCCCCCC)C (tert.butyl 4'-[(2-n-butyl-6-(N-(n-dodecylaminocarbonyl)-methylamino)-benzimidazol-1-yl)-methyl]biphenyl-2-carboxylate), FC(C(=O)O)(F)F.C(Cl)Cl (trifluoroacetic acid methylene chloride). The product is FC(C(=O)O)(F)F.C(CCC)C1=NC2=C(N1CC1=CC=C(C=C1)C=1C(=CC=CC1)C(=O)O)C=C(C=C2)N(C(=O)NCCCCCCCCCCCC)C (4'-[(2-n-Butyl-6-(N-(n-dodecylaminocarbonyl)-methylamino)-benzimidazol-1-yl)-methyl]biphenyl-2-carboxylic acid trifluoroacetate). RXN SMILES: [CH2:1]([C:5]1[N:9]([CH2:10][C:11]2[CH:16]=[CH:15][C:14]([C:17]3[C:18]([C:23]([O:25]C(C)(C)C)=[O:24])=[CH:19][CH:20]=[CH:21][CH:22]=3)=[CH:13][CH:12]=2)[C:8]2[CH:30]=[C:31]([N:34]([CH3:50])[C:35]([NH:37][CH2:38][CH2:39][CH2:40][CH2:41][CH2:42][CH2:43][CH2:44][CH2:45][CH2:46][CH2:47][CH2:48][CH3:49])=[O:36])[CH:32]=[CH:33][C:7]=2[N:6]=1)[CH2:2][CH2:3][CH3:4].[F:51][C:52]([F:57])([F:56])[C:53]([OH:55])=[O:54].C(Cl)Cl>>[F:51][C:52]([F:57])([F:56])[C:53]([OH:55])=[O:54].[CH2:1]([C:5]1[N:9]([CH2:10][C:11]2[CH:12]=[CH:13][C:14]([C:17]3[C:18]([C:23]([OH:25])=[O:24])=[CH:19][CH:20]=[CH:21][CH:22]=3)=[CH:15][CH:16]=2)[C:8]2[CH:30]=[C:31]([N:34]([CH3:50])[C:35]([NH:37][CH2:38][CH2:39][CH2:40][CH2:41][CH2:42][CH2:43][CH2:44][CH2:45][CH2:46][CH2:47][CH2:48][CH3:49])=[O:36])[CH:32]=[CH:33][C:7]=2[N:6]=1)[CH2:2][CH2:3][CH3:4] |f:1.2,3.4|. Procedure: Prepared in analogous manner to Example 9 from tert.butyl 4'-[(2-n-butyl-6-(N-(n-dodecylaminocarbonyl)-methylamino)-benzimidazol-1-yl)-methyl]biphenyl-2-carboxylate is trifluoroacetic acid/methylene chloride. The reactants are CC1=C(C=C(C(=O)O)C=C1)B1OC(C(O1)(C)C)(C)C (4-methyl-3-(4,4,5,5-tetramethyl-1,3,2-dioxaborolan-2-yl)benzoic acid), ON1N=NC2=C1N=CC=C2 (1-hydroxy-7-azabenzotriazole), C(C)N (ethylamine), O (water). The solvent is O1CCCC1 (tetrahydrofuran), C(Cl)(Cl)Cl (chloroform). Conditions: time 24 hour. Yields the product C(C)NC(C1=CC(=C(C=C1)C)B1OC(C(O1)(C)C)(C)C)=O (N-Ethyl-4-methyl-3-(4,4,5,5-tetramethyl-1,3,2-dioxaborolan-2-yl)benzamide). The yield is 831.3%. RXN SMILES: [CH3:1][C:2]1[CH:10]=[CH:9][C:5]([C:6](O)=[O:7])=[CH:4][C:3]=1[B:11]1[O:15][C:14]([CH3:17])([CH3:16])[C:13]([CH3:19])([CH3:18])[O:12]1.O[N:21]1[C:25]2N=CC=C[C:24]=2N=N1.C(N)C.O>O1CCCC1.C(Cl)(Cl)Cl>[CH2:25]([NH:21][C:6](=[O:7])[C:5]1[CH:9]=[CH:10][C:2]([CH3:1])=[C:3]([B:11]2[O:15][C:14]([CH3:17])([CH3:16])[C:13]([CH3:19])([CH3:18])[O:12]2)[CH:4]=1)[CH3:24]. Procedure: 4-methyl-3-(4,4,5,5-tetramethyl-1,3,2-dioxaborolan-2-yl)benzoic acid (1.3 g) 1-(3-dimethylaminopropyl)-3-ethylcarbodiimide hydrochloride (1.44 g) and 3H-[1,2,3] 1-hydroxy-7-azabenzotriazole (0.077 g) was added to a stirred solution of ethylamine in tetrahydrofuran (2M, 5 ml) in chloroform (30 ml) and the mixture was stirred for 24 h. The mixture was poured into water, passed through a hydrophobic filter tube and the organic phase was concentrated under vacuum. The residual solid was purified on ...